This data is from the Open Reaction Database (ORD), a public repository of structured organic reaction records. The task is: describe an organic reaction: reactants, conditions, products, and yield Starting materials: OP(=O)(CCC(=O)O)C1=CC=CC=C1 (3-[hydroxy(phenyl)phosphinyl]propionic acid), C(CO)O (ethylene glycol), OP(=O)(CCC(=O)O)C1=CC=CC=C1 (3-[hydroxy(phenyl)phosphinyl]propionic acid). The product is OP(=O)(CCC(=O)OCCO)C1=CC=CC=C1 (hydroxyethyl 3-[hydroxy(phenyl)phosphinyl]propionate). As a reaction SMILES: [OH:1][P:2]([C:9]1[CH:14]=[CH:13][CH:12]=[CH:11][CH:10]=1)([CH2:4][CH2:5][C:6]([OH:8])=[O:7])=[O:3].[CH2:15](O)[CH2:16][OH:17]>>[OH:3][P:2]([C:9]1[CH:14]=[CH:13][CH:12]=[CH:11][CH:10]=1)([CH2:4][CH2:5][C:6]([O:8][CH2:15][CH2:16][OH:17])=[O:7])=[O:1]. Procedure details: Except that the recrystallization-purified 3-[hydroxy(phenyl)phosphinyl]propionic acid obtained in Comparative Example 3 was used in lieu of the rinse-purified 3-[hydroxy(phenyl)phosphinyl]propionic acid, the procedure of Comparative Example 4 was repeated to provide 102.81 g of an ethylene glycol solution of hydroxyethyl 3-[hydroxy(phenyl)phosphinyl]propionate. Starting materials: CC1(CNCC1)N1CCC(CC1)C1=CC=CC=C1 (1-(3-methylpyrrolidin-3-yl)-4-phenylpiperidine), C(C)(C)(C)OC(=O)NCC(=O)O (2-(tert-butoxycarbonylamino)acetic acid). Product: NCC(=O)N1CC(CC1)(N1CCC(CC1)C1=CC=CC=C1)C (2-amino-1-(3-methyl-3-(4-phenylpiperidin-1-yl)pyrrolidin-1-yl)ethanone). As a reaction SMILES: [CH3:1][C:2]1([N:7]2[CH2:12][CH2:11][CH:10]([C:13]3[CH:18]=[CH:17][CH:16]=[CH:15][CH:14]=3)[CH2:9][CH2:8]2)[CH2:6][CH2:5][NH:4][CH2:3]1.C(OC([NH:26][CH2:27][C:28](O)=[O:29])=O)(C)(C)C>>[NH2:26][CH2:27][C:28]([N:4]1[CH2:5][CH2:6][C:2]([CH3:1])([N:7]2[CH2:12][CH2:11][CH:10]([C:13]3[CH:18]=[CH:17][CH:16]=[CH:15][CH:14]=3)[CH2:9][CH2:8]2)[CH2:3]1)=[O:29]. Reported procedure: The title compound was prepared from 1-(3-methylpyrrolidin-3-yl)-4-phenylpiperidine and 2-(tert-butoxycarbonylamino)acetic acid using general procedures G, F. Reactants: ClC1=CC=C2C(=N1)N(C(=N2)C2=CC=C(C=C2)Cl)CC(=O)O (5-chloro-2-(4-chlorophenyl)-3H-imidazo[4,5-b]pyridine-3-acetic acid), C(=O)(N1C=NC=C1)N1C=NC=C1 (1,1'-carbonyldiimidazol). The solvent is O1CCCC1 (tetrahydrofuran). Run at time 3 day. Yields the product ClC1=CC=C2C(=N1)N(C(=N2)C2=CC=C(C=C2)Cl)CC(=O)NC (5-Chloro-2-(4-chlorophenyl)-N-methyl-3H-imidazo[4,5-b]pyridine-3-acetamide). The yield is 66.4%. As a reaction SMILES: [Cl:1][C:2]1[N:7]=[C:6]2[N:8]([CH2:18][C:19](O)=[O:20])[C:9]([C:11]3[CH:16]=[CH:15][C:14]([Cl:17])=[CH:13][CH:12]=3)=[N:10][C:5]2=[CH:4][CH:3]=1.[C:22](N1C=CN=C1)([N:24]1C=CN=C1)=O>O1CCCC1>[Cl:1][C:2]1[N:7]=[C:6]2[N:8]([CH2:18][C:19]([NH:24][CH3:22])=[O:20])[C:9]([C:11]3[CH:12]=[CH:13][C:14]([Cl:17])=[CH:15][CH:16]=3)=[N:10][C:5]2=[CH:4][CH:3]=1. Procedure: A solution of 5-chloro-2-(4-chlorophenyl)-3H-imidazo[4,5-b]pyridine-3-acetic acid (5.0 g, 0.0155 mole) and 1,1'-carbonyldiimidazol (2.52 g, 0.0155 mole) in dry tetrahydrofuran (100 ml) was refluxed under nitrogen for two hours. The solution was cooled to room temperature and a stream of nitrogen was bubbled through it for thirty minutes. A solution of methylamine in tetrahydrofuran (36 ml of a 2.59M solution, 0.0932 mole) was added and the suspension was stirred at room temperature under nitroge... The reactants are COC(=O)c1ccc(Br)cn1, C=C[Sn](CCCC)(CCCC)CCCC, C1COCCO1. Yields the product C=Cc1ccc(C(=O)OC)nc1. RXN SMILES: [Br:1][c:2]1[cH:3][cH:4][c:5]([C:8](=[O:9])[O:10][CH3:11])[n:6][cH:7]1.[CH:12](=[CH2:13])[Sn:14]([CH2:15][CH2:16][CH2:17][CH3:18])([CH2:19][CH2:20][CH2:21][CH3:22])[CH2:23][CH2:24][CH2:25][CH3:26].[O:27]1[CH2:28][CH2:29][O:30][CH2:31][CH2:32]1>>[c:2]1([CH:12]=[CH2:13])[cH:3][cH:4][c:5]([C:8](=[O:9])[O:10][CH3:11])[n:6][cH:7]1. Reactants: ice, C(=O)OCC (ethyl formate), C(CC(C)C)[Mg]Br (isoamylmagnesium bromide), Cl.NO (hydroxylamine hydrochloride), [OH-].[K+] (potassium hydroxide), CC(C)CCC(CCC(C)C)=O (2,8-dimethylnonan-5-one), CC(C)CCC(CCC(C)C)O (2,8-dimethylnonan-5-ol), Cl (hydrochloric acid). Solvent: O (water), O (water), C(C)O (ethanol), O (water). The product is CC(C)CCC(CCC(C)C)O (2,8-dimethylnonan-5-ol), CC(C)CCC(CCC(C)C)=NO (2,8-dimethylnonan-5-one oxime). Reaction SMILES: [CH3:1][CH:2]([CH2:4][CH2:5][C:6](=[O:12])[CH2:7][CH2:8][CH:9]([CH3:11])[CH3:10])[CH3:3].[CH3:13][CH:14]([CH2:16][CH2:17][CH:18](O)[CH2:19][CH2:20][CH:21]([CH3:23])[CH3:22])[CH3:15].C(OCC)=O.C([Mg]Br)CC(C)C.Cl.[NH2:38][OH:39].[OH-].[K+].Cl>C(O)C.O>[CH3:3][CH:2]([CH2:4][CH2:5][CH:6]([OH:12])[CH2:7][CH2:8][CH:9]([CH3:11])[CH3:10])[CH3:1].[CH3:13][CH:14]([CH2:16][CH2:17][C:18](=[N:38][OH:39])[CH2:19][CH2:20][CH:21]([CH3:23])[CH3:22])[CH3:15] |f:4.5,6.7|. Procedure details: To a solution of 5.11 g of 2,8-dimethylnonan-5-one (b.p.: 103°-105° C./19 mmHg, prepared by oxidizing 2,8-dimethylnonan-5-ol with a bleaching powder; 2,8-dimethylnonan-5-ol was prepared by reaction of ethyl formate and isoamylmagnesium bromide) in 20 ml of ethanol were successively added an aqueous solution of 3.47 of hydroxylamine hydrochloride in 6 ml of water and a solution of 4.77 g of potassium hydroxide in 6 ml of water. The mixture was heated under reflux. The reaction mixture was then po... Reactants: CS(=O)(=O)Cl, CN(C)c1ccncc1, ClCCl, C=Cc1cc(C#N)n(-c2ccc(CO)cc2)c1, c1ccncc1. The product is C=Cc1cc(C#N)n(-c2ccc(CCl)cc2)c1. RXN SMILES: [CH3:24][S:25]([Cl:26])(=[O:27])=[O:28].[CH3:32][N:33]([CH3:34])[c:35]1[cH:36][cH:37][n:38][cH:39][cH:40]1.[Cl:29][CH2:30][Cl:31].[OH:1][CH2:2][c:3]1[cH:4][cH:5][c:6](-[n:9]2[c:10]([C:16]#[N:17])[cH:11][c:12]([CH:14]=[CH2:15])[cH:13]2)[cH:7][cH:8]1.[cH:18]1[cH:19][cH:20][n:21][cH:22][cH:23]1>>[CH2:2]([c:3]1[cH:4][cH:5][c:6](-[n:9]2[c:10]([C:16]#[N:17])[cH:11][c:12]([CH:14]=[CH2:15])[cH:13]2)[cH:7][cH:8]1)[Cl:26]. Reactants: CS(=O)(=O)Cl, OCCn1c(SCc2noc(-c3cc(Cl)ccc3F)n2)nnc1-c1cccs1, CN(C)C=O, c1ccncc1. The product is CS(=O)(=O)OCCn1c(SCc2noc(-c3cc(Cl)ccc3F)n2)nnc1-c1cccs1. Reaction SMILES: [CH3:29][S:30]([Cl:31])(=[O:32])=[O:33].[Cl:1][c:2]1[cH:3][cH:4][c:5]([F:28])[c:6](-[c:8]2[n:9][c:10]([CH2:13][S:14][c:15]3[n:16][n:17][c:18](-[c:23]4[s:24][cH:25][cH:26][cH:27]4)[n:19]3[CH2:20][CH2:21][OH:22])[n:11][o:12]2)[cH:7]1.[O:34]=[CH:35][N:36]([CH3:37])[CH3:38].[cH:39]1[cH:40][cH:41][n:42][cH:43][cH:44]1>>[Cl:1][c:2]1[cH:3][cH:4][c:5]([F:28])[c:6](-[c:8]2[n:9][c:10]([CH2:13][S:14][c:15]3[n:16][n:17][c:18](-[c:23]4[s:24][cH:25][cH:26][cH:27]4)[n:19]3[CH2:20][CH2:21][O:22][S:30]([CH3:29])(=[O:32])=[O:33])[n:11][o:12]2)[cH:7]1.